The task is: describe an organic reaction: reactants, conditions, products, and yield. This data is from the Open Reaction Database (ORD), a public repository of structured organic reaction records. The reactants are C[Si](C)(C)CCOCCl (SEMCl), CCN(C(C)C)C(C)C (DIPEA), NC1=NNC=C1 (3-aminopyrazole), O=C(CC#N)C1CCSCC1 (3-oxo-3-(tetrahydro-2H-thiopyran-4-yl)propanenitrile), C(C)(=O)O (acetic acid). The product is S1CCC(CC1)C1=NC=2N(C(=C1)N(COCC[Si](C)(C)C)COCC[Si](C)(C)C)N=CC2 (5-(tetrahydro-2H-thiopyran-4-yl)-N,N-bis((2-(trimethylsilyl)ethoxy)methyl)pyrazolo[1,5-a]pyrimidin-7-amine). Reaction SMILES: [NH2:1][C:2]1[CH:6]=[CH:5][NH:4][N:3]=1.O=[C:8]([CH:12]1[CH2:17][CH2:16][S:15][CH2:14][CH2:13]1)[CH2:9][C:10]#[N:11].[CH3:18][Si:19]([CH2:22][CH2:23][O:24][CH2:25]Cl)([CH3:21])[CH3:20].CCN([CH:33]([CH3:35])C)C(C)C.[C:36]([OH:39])(=O)C>C(Cl)Cl>[S:15]1[CH2:16][CH2:17][CH:12]([C:8]2[CH:9]=[C:10]([N:11]([CH2:36][O:39][CH2:33][CH2:35][Si:19]([CH3:21])([CH3:20])[CH3:18])[CH2:25][O:24][CH2:23][CH2:22][Si:19]([CH3:21])([CH3:20])[CH3:18])[N:3]3[N:4]=[CH:5][CH:6]=[C:2]3[N:1]=2)[CH2:13][CH2:14]1. Solvent: C(Cl)Cl (DCM). Conditions: temperature 100 celsius, time 1 hour. Reported procedure: A mixture of 3-aminopyrazole (19.3 mmol, 1.61 g) and compound 3-oxo-3-(tetrahydro-2H-thiopyran-4-yl)propanenitrile (21.3 mmol, 3.60 g) in acetic acid (40 mL) was heated at 100° C. in a sealed tube overnight. After cooling to rt, all the volatiles were removed under reduced pressure to afford a light brownish oil. This brownish oil was dissolve in DCM (60 mL), and then SEMCl (67.6 mmol, 11.9 mL) and DIPEA (135 mmol, 23.5 mL) were added. The resulting reaction mixture was stirred at 45° C. for 1 h... Yield: 97.0%.